This data is from the Open Reaction Database (ORD), a public repository of structured organic reaction records. The task is: describe an organic reaction: reactants, conditions, products, and yield The reactants are O=C([O-])C(O)C(O)C(=O)[O-], O=Cc1cc(I)ccc1OCc1ccccc1, CC(C)C[Al+]CC(C)C, ClCCl, [H-], [K+], [Na+]. Yields the product OCc1cc(I)ccc1OCc1ccccc1. RXN SMILES: [C:28]([CH:29]([CH:30]([C:31]([O-:32])=[O:33])[OH:34])[OH:35])([O-:36])=[O:37].[CH2:11]([c:12]1[cH:13][cH:14][cH:15][cH:16][cH:17]1)[O:18][c:19]1[c:20]([CH:21]=[O:22])[cH:23][c:24]([I:27])[cH:25][cH:26]1.[CH2:2]([Al+:3][CH2:4][CH:5]([CH3:6])[CH3:7])[CH:8]([CH3:9])[CH3:10].[Cl:40][CH2:41][Cl:42].[H-:1].[K+:39].[Na+:38]>>[CH2:11]([c:12]1[cH:13][cH:14][cH:15][cH:16][cH:17]1)[O:18][c:19]1[c:20]([CH2:21][OH:22])[cH:23][c:24]([I:27])[cH:25][cH:26]1. Reactants: C1(=CC=CC=C1)C(C(=O)O)(C)C1=CC=CC=C1 (2,2-diphenylpropanoic acid), NCCCN1CCC(CC1)C=1C=C(C=CC1)NC(C(C)C)=O (N-{3-[1-(3-aminopropyl)-4-piperidinyl]phenyl}-2-methylpropanamide). The product is C(C(C)C)(=O)NC=1C=C(C=CC1)C1CCN(CC1)CCCNC(C(C)(C1=CC=CC=C1)C1=CC=CC=C1)=O (N-(3-{4-[3-(ISOBUTYRYLAMINO)PHENYL]-1-PIPERIDINYL}PROPYL)-2,2-DIPHENYL PROPANAMIDE). RXN SMILES: [C:1]1([C:7]([C:12]2[CH:17]=[CH:16][CH:15]=[CH:14][CH:13]=2)([CH3:11])[C:8]([OH:10])=O)[CH:6]=[CH:5][CH:4]=[CH:3][CH:2]=1.[NH2:18][CH2:19][CH2:20][CH2:21][N:22]1[CH2:27][CH2:26][CH:25]([C:28]2[CH:29]=[C:30]([NH:34][C:35](=[O:39])[CH:36]([CH3:38])[CH3:37])[CH:31]=[CH:32][CH:33]=2)[CH2:24][CH2:23]1>>[C:35]([NH:34][C:30]1[CH:29]=[C:28]([CH:25]2[CH2:26][CH2:27][N:22]([CH2:21][CH2:20][CH2:19][NH:18][C:8](=[O:10])[C:7]([C:1]3[CH:2]=[CH:3][CH:4]=[CH:5][CH:6]=3)([C:12]3[CH:17]=[CH:16][CH:15]=[CH:14][CH:13]=3)[CH3:11])[CH2:23][CH2:24]2)[CH:33]=[CH:32][CH:31]=1)(=[O:39])[CH:36]([CH3:38])[CH3:37]. Procedure: Example 30 was prepared from 2,2-diphenylpropanoic acid and N-{3-[1-(3-aminopropyl)-4-piperidinyl]phenyl}-2-methylpropanamide according to the procedures described in Scheme 9: 1H NMR (400 MHz, CDCl3) δ 7.46 (s, 1H), 7.42 (s, 1H), 7.39–7.18 (m, 12H), 6.89 (d, 1H, J=7.7 Hz), 6.23 (m, 1H), 3.35 (q, 2H, J=6.4), 2.85 (d, 2H, J=10.8 Hz), 2.5 (quintet, 1H, J=7.4 Hz), 2.45–2.36 (m, 1H), 2.28 (t, 2H, J=6.4 Hz), 1.99 (s, 3H), 1.91–1.82 (m, 2H), 1.75–1.68 (m, 2H), 1.65 (t, 2H, J=6.4 Hz), 1.60–1.47 (m, 2H)... Reactants: C(C(=C)C)(=O)OCCC[Si](OC)(OC)OC (γ-methacryloxypropyltrimethoxysilane), Cl[Si](C)(C)C (chlorotrimethylsilane). Yields the product C(C(=C)C)(=O)OCCC[Si](O[Si](O[Si](C)(C)C)(O[Si](C)(C)C)CCCOC(C(=C)C)=O)(O[Si](C)(C)C)O[Si](C)(C)C (1.3-Bis(γ-methacryloxypropyl)-1,1,3,3-tetra(trimethylsiloxy)disiloxane). As a reaction SMILES: [C:1]([O:6][CH2:7][CH2:8][CH2:9][Si:10]([O:15]C)([O:13]C)[O:11]C)(=[O:5])[C:2]([CH3:4])=[CH2:3].Cl[Si:18]([CH3:21])([CH3:20])[CH3:19]>>[C:1]([O:6][CH2:7][CH2:8][CH2:9][Si:10]([O:13][Si:18]([CH3:21])([CH3:20])[CH3:19])([O:11][Si:18]([CH3:21])([CH3:20])[CH3:19])[O:15][Si:10]([CH2:9][CH2:8][CH2:7][O:6][C:1](=[O:5])[C:2]([CH3:4])=[CH2:3])([O:11][Si:18]([CH3:21])([CH3:20])[CH3:19])[O:13][Si:18]([CH3:21])([CH3:20])[CH3:19])(=[O:5])[C:2]([CH3:4])=[CH2:3]. Procedure details: 1.3-Bis(γ-methacryloxypropyl)-1,1,3,3-tetra(trimethylsiloxy)disiloxane (TETRA) was prepared following the same procedure as in Example (b) with 0.1 mole of γ-methacryloxypropyltrimethoxysilane (MEMO) and 0.2 mole of chlorotrimethylsilane. Starting materials: NC1=C(C(=NC=N1)N[C@@H](C)C1=NN2C(C(N1C1=CC=CC=C1)=O)=C(C=C2)C)Br ((S)-2-(1-((6-Amino-5-bromopyrimidin-4-yl)amino)ethyl)-5-methyl-3-phenylpyrrolo[2,1-f][1,2,4]triazin-4(3H)-one), C(C)NC1=C(C=C(C=N1)B(O)O)NS(=O)(=O)C1=CC=C(C=C1)OC (6-(ethylamino)-5-(4-methoxyphenylsulfonamido)pyridin-3-ylboronic acid), C([O-])([O-])=O.[Cs+].[Cs+] (cesium carbonate). Product: NC1=NC=NC(=C1C=1C=C(C(=NC1)NCC)NS(=O)(=O)C1=CC=C(C=C1)OC)N[C@@H](C)C1=NN2C(C(N1C1=CC=CC=C1)=O)=C(C=C2)C ((S)—N-(5-(4-Amino-6-((1-(5-methyl-4-oxo-3-phenyl-3,4-dihydropyrrolo[2,1-f][1,2,4]triazin-2-yl)ethyl)amino)pyrimidin-5-yl)-2-(ethylamino)pyridin-3-yl)-4-methoxybenzenesulfonamide). Isolated yield 45.0%. Reaction SMILES: [NH2:1][C:2]1[N:7]=[CH:6][N:5]=[C:4]([NH:8][C@H:9]([C:11]2[N:16]([C:17]3[CH:22]=[CH:21][CH:20]=[CH:19][CH:18]=3)[C:15](=[O:23])[C:14]3=[C:24]([CH3:27])[CH:25]=[CH:26][N:13]3[N:12]=2)[CH3:10])[C:3]=1Br.[CH2:29]([NH:31][C:32]1[N:37]=[CH:36][C:35](B(O)O)=[CH:34][C:33]=1[NH:41][S:42]([C:45]1[CH:50]=[CH:49][C:48]([O:51][CH3:52])=[CH:47][CH:46]=1)(=[O:44])=[O:43])[CH3:30].C(=O)([O-])[O-].[Cs+].[Cs+]>>[NH2:1][C:2]1[C:3]([C:35]2[CH:34]=[C:33]([NH:41][S:42]([C:45]3[CH:46]=[CH:47][C:48]([O:51][CH3:52])=[CH:49][CH:50]=3)(=[O:44])=[O:43])[C:32]([NH:31][CH2:29][CH3:30])=[N:37][CH:36]=2)=[C:4]([NH:8][C@H:9]([C:11]2[N:16]([C:17]3[CH:22]=[CH:21][CH:20]=[CH:19][CH:18]=3)[C:15](=[O:23])[C:14]3=[C:24]([CH3:27])[CH:25]=[CH:26][N:13]3[N:12]=2)[CH3:10])[N:5]=[CH:6][N:7]=1 |f:2.3.4|. Procedure: (S)-2-(1-((6-Amino-5-bromopyrimidin-4-yl)amino)ethyl)-5-methyl-3-phenylpyrrolo[2,1-f][1,2,4]triazin-4(3H)-one (25 mg, 0.06 mmol) was treated with 6-(ethylamino)-5-(4-methoxyphenylsulfonamido)pyridin-3-ylboronic acid (30 mg, 0.09 mmol), 2M cesium carbonate (60 μl, 0.12 mmol) and bis(diphenylphosphino)ferrocene-palladium(II)dichloride dichloromethane complex (3 mg, 0.01 mmol) according to the method described in Example 3 to give 18 mg (48% yield) of the title compound as a solid. Purity 100%. Starting materials: C(C)(C)(C)OC(=O)N1CCC(CC1)[C@H]1CC=2C(=CN=C(C2)Cl)O1 ((R)-4-(5-chloro-2,3-dihydro-furo[2,3-c]pyridin-2-yl)-piperidine-1-carboxylic acid tert-butyl ester), CS(=O)(=O)N1CCC(=CC1)B1OC(C(O1)(C)C)(C)C (1-methanesulfonyl-4-(4,4,5,5-tetramethyl-[1,3,2]dioxaborolan-2-yl)-1,2,3,6-tetrahydro-pyridine), Intermediate 10. Product: C(C)(C)(C)OC(=O)N1CCC(CC1)[C@H]1CC=2C(=CN=C(C2)C=2CCN(CC2)S(=O)(=O)C)O1 ((R)-4-[5-(1-Methanesulfonyl-1,2,3,6-tetrahydro-pyridin-4-yl)-2,3-dihydro-furo[2,3-c]pyridin-2-yl]-piperidine-1-carboxylic acid tert-butyl ester). Reaction SMILES: [C:1]([O:5][C:6]([N:8]1[CH2:13][CH2:12][CH:11]([C@@H:14]2[O:23][C:17]3=[CH:18][N:19]=[C:20](Cl)[CH:21]=[C:16]3[CH2:15]2)[CH2:10][CH2:9]1)=[O:7])([CH3:4])([CH3:3])[CH3:2].[CH3:24][S:25]([N:28]1[CH2:33][CH:32]=[C:31](B2OC(C)(C)C(C)(C)O2)[CH2:30][CH2:29]1)(=[O:27])=[O:26]>>[C:1]([O:5][C:6]([N:8]1[CH2:13][CH2:12][CH:11]([C@@H:14]2[O:23][C:17]3=[CH:18][N:19]=[C:20]([C:31]4[CH2:32][CH2:33][N:28]([S:25]([CH3:24])(=[O:27])=[O:26])[CH2:29][CH:30]=4)[CH:21]=[C:16]3[CH2:15]2)[CH2:10][CH2:9]1)=[O:7])([CH3:4])([CH3:3])[CH3:2]. Procedure: The title compound is prepared from (R)-4-(5-chloro-2,3-dihydro-furo[2,3-c]pyridin-2-yl)-piperidine-1-carboxylic acid tert-butyl ester and 1-methanesulfonyl-4-(4,4,5,5-tetramethyl-[1,3,2]dioxaborolan-2-yl)-1,2,3,6-tetrahydro-pyridine following a procedure analogous to that described for Intermediate 10. LC (method 3): tR=1.10 min; Mass spectrum (ESI+): m/z=464 [M+H]+.